Task: describe an organic reaction: reactants, conditions, products, and yield. Dataset: the Open Reaction Database (ORD), a public repository of structured organic reaction records Starting materials: [C-]#N.FC1=C(C(=C(C(=C1B(C1=C(C(=C(C(=C1F)F)F)F)F)C1=C(C(=C(C(=C1F)F)F)F)F)F)F)F)F.FC1=C(C(=C(C(=C1B(C1=C(C(=C(C(=C1F)F)F)F)F)C1=C(C(=C(C(=C1F)F)F)F)F)F)F)F)F.[K+] (Potassium bis(tris(pentafluorophenyl)borane)cyanide), ClC(C1=CC=CC=C1)(C1=CC=CC=C1)C1=CC=CC=C1 (chlorotriphenylmethane). Run in ClCCl (dichloromethane). Run at temperature -78 celsius. The product is [C-]#N.FC1=C(C(=C(C(=C1B(C1=C(C(=C(C(=C1F)F)F)F)F)C1=C(C(=C(C(=C1F)F)F)F)F)F)F)F)F.FC1=C(C(=C(C(=C1B(C1=C(C(=C(C(=C1F)F)F)F)F)C1=C(C(=C(C(=C1F)F)F)F)F)F)F)F)F.C1(=CC=CC=C1)[C+](C1=CC=CC=C1)C1=CC=CC=C1 (Triphenylcarbenium bis(tris(Pentafluorophenyl)borane)cyanide). RXN SMILES: [C-:1]#[N:2].[F:3][C:4]1[C:9]([B:10]([C:22]2[C:27]([F:28])=[C:26]([F:29])[C:25]([F:30])=[C:24]([F:31])[C:23]=2[F:32])[C:11]2[C:16]([F:17])=[C:15]([F:18])[C:14]([F:19])=[C:13]([F:20])[C:12]=2[F:21])=[C:8]([F:33])[C:7]([F:34])=[C:6]([F:35])[C:5]=1[F:36].[F:37][C:38]1[C:43]([B:44]([C:56]2[C:61]([F:62])=[C:60]([F:63])[C:59]([F:64])=[C:58]([F:65])[C:57]=2[F:66])[C:45]2[C:50]([F:51])=[C:49]([F:52])[C:48]([F:53])=[C:47]([F:54])[C:46]=2[F:55])=[C:42]([F:67])[C:41]([F:68])=[C:40]([F:69])[C:39]=1[F:70].[K+].Cl[C:73]([C:86]1[CH:91]=[CH:90][CH:89]=[CH:88][CH:87]=1)([C:80]1[CH:85]=[CH:84][CH:83]=[CH:82][CH:81]=1)[C:74]1[CH:79]=[CH:78][CH:77]=[CH:76][CH:75]=1>ClCCl>[C-:1]#[N:2].[F:28][C:27]1[C:22]([B:10]([C:9]2[C:4]([F:3])=[C:5]([F:36])[C:6]([F:35])=[C:7]([F:34])[C:8]=2[F:33])[C:11]2[C:12]([F:21])=[C:13]([F:20])[C:14]([F:19])=[C:15]([F:18])[C:16]=2[F:17])=[C:23]([F:32])[C:24]([F:31])=[C:25]([F:30])[C:26]=1[F:29].[F:62][C:61]1[C:56]([B:44]([C:43]2[C:38]([F:37])=[C:39]([F:70])[C:40]([F:69])=[C:41]([F:68])[C:42]=2[F:67])[C:45]2[C:46]([F:55])=[C:47]([F:54])[C:48]([F:53])=[C:49]([F:52])[C:50]=2[F:51])=[C:57]([F:66])[C:58]([F:65])=[C:59]([F:64])[C:60]=1[F:63].[C:74]1([C+:73]([C:80]2[CH:81]=[CH:82][CH:83]=[CH:84][CH:85]=2)[C:86]2[CH:87]=[CH:88][CH:89]=[CH:90][CH:91]=2)[CH:75]=[CH:76][CH:77]=[CH:78][CH:79]=1 |f:0.1.2.3,6.7.8.9|. Reported procedure: Potassium bis(tris(pentafluorophenyl)borane)cyanide (827.5 mg, 0.7598 mmol) and chlorotriphenylmethane (211.8 mg, 0.7597 mmol) were placed in a 50 mL flask. The stirred solids were taken up in 10 mL of dichloromethane, added via syringe under argon counter-flow. An immediate reaction gave a deep yellow solution and a colorless solid. The solid was removed by filtration and washed (four times 4 mL) until all color was gone. The filtrate was reduced under vacuum to 4 mL, cooled to −78° C. and dilu...